Dataset: the Open Reaction Database (ORD), a public repository of structured organic reaction records. Task: describe an organic reaction: reactants, conditions, products, and yield Yields the product COC(=O)C(CCSC)NC(=O)c1ccc(CNCCN2CCOCC2)cc1-c1ccccc1C. Starting materials: COC(=O)C(CCSC)NC(=O)c1ccc(C=O)cc1-c1ccccc1C, NCCN1CCOCC1. RXN SMILES: [CH3:1][O:2][C:3]([CH:4]([NH:5][C:6]([c:7]1[c:8](-[c:15]2[c:16]([CH3:21])[cH:17][cH:18][cH:19][cH:20]2)[cH:9][c:10]([CH:13]=[O:14])[cH:11][cH:12]1)=[O:22])[CH2:23][CH2:24][S:25][CH3:26])=[O:27].[NH2:28][CH2:29][CH2:30][N:31]1[CH2:32][CH2:33][O:34][CH2:35][CH2:36]1>>[CH3:1][O:2][C:3]([CH:4]([NH:5][C:6]([c:7]1[c:8](-[c:15]2[c:16]([CH3:21])[cH:17][cH:18][cH:19][cH:20]2)[cH:9][c:10]([CH2:13][NH:28][CH2:29][CH2:30][N:31]2[CH2:32][CH2:33][O:34][CH2:35][CH2:36]2)[cH:11][cH:12]1)=[O:22])[CH2:23][CH2:24][S:25][CH3:26])=[O:27]. Reactants: CC1=C(C=C(C=C1)C(C)(C)C)S (2-Methyl-5-tert-butyl thiophenol), C(C)(=O)O[C@H]1[C@H](OC(C)=O)[C@@H](OC(C)=O)[C@H](OC(C)=O)[C@H](O1)COC(C)=O (1,2,3,4,6-Penta-O-acetyl-β-D-glucopyranose), B(F)(F)F.CCOCC (BF3.OEt2). Solvent: C(Cl)Cl (DCM), C(Cl)Cl (DCM). The product is C(C)(=O)O[C@H]1[C@H](SC2=C(C=CC(=C2)C(C)(C)C)C)O[C@@H]([C@H]([C@@H]1OC(C)=O)OC(C)=O)COC(C)=O ((2-Methyl-5-tert-butylphenyl) 2,3,4,6-tetra-O-acetyl-1-thio-β-D-glucopyranoside). Yield: 84.9%. RXN SMILES: C(O[C@@H:5]1[O:22][C@H:21]([CH2:23][O:24][C:25](=[O:27])[CH3:26])[C@@H:16]([O:17][C:18](=[O:20])[CH3:19])[C@H:11]([O:12][C:13](=[O:15])[CH3:14])[C@H:6]1[O:7][C:8](=[O:10])[CH3:9])(=O)C.[CH3:28][C:29]1[CH:34]=[CH:33][C:32]([C:35]([CH3:38])([CH3:37])[CH3:36])=[CH:31][C:30]=1[SH:39].B(F)(F)F.CCOCC>C(Cl)Cl>[C:8]([O:7][C@@H:6]1[C@@H:11]([O:12][C:13](=[O:15])[CH3:14])[C@H:16]([O:17][C:18](=[O:20])[CH3:19])[C@@H:21]([CH2:23][O:24][C:25](=[O:27])[CH3:26])[O:22][C@H:5]1[S:39][C:30]1[CH:31]=[C:32]([C:35]([CH3:37])([CH3:36])[CH3:38])[CH:33]=[CH:34][C:29]=1[CH3:28])(=[O:10])[CH3:9] |f:2.3|. Procedure: 1,2,3,4,6-Penta-O-acetyl-β-D-glucopyranose 8 (30 g, 77 mmol) was dissolved in anhydrous DCM (34 mL). 2-Methyl-5-tert-butyl thiophenol (17 mL, 92 mmol, 1.2 eq) were added under stirring. BF3.OEt2 (13.6 mL, 108 mmol, 1.4 eq) was added dropwise and the resulting yellow solution was stirred over night. After completion the solution was diluted with DCM and extracted with saturated aqueous NaHCO3 and H2O, and the organic layer was dried over MgSO4. The solvent was evaporated in vacuo and the residue ... The reactants are C(C)(C)(C)OC(NC1=C(C=C(C(=C1)OC)C(F)(F)F)N)=O ((2-amino-5-methoxy-4-trifluoromethyl-phenyl)-carbamic acid tert.-butyl ester), C(C)(C)(C)OC(CC(=O)C1=CC(=NC=C1)C#N)=O (3-(2-cyano-pyridin-4-yl)-3-oxo-propionic acid tert.-butyl ester). Yields the product C(C)(C)(C)OC(NC1=C(C=C(C(=C1)OC)C(F)(F)F)NC(CC(=O)C1=CC(=NC=C1)C#N)=O)=O ({2-[3-(2-Cyano-pyridin-4-yl)-3-oxo-propionylamino]-5-methoxy-4-trifluoromethyl-phenyl}-carbamic Acid tert.-Butyl Ester), solid. Reaction SMILES: [C:1]([O:5][C:6](=[O:21])[NH:7][C:8]1[CH:13]=[C:12]([O:14][CH3:15])[C:11]([C:16]([F:19])([F:18])[F:17])=[CH:10][C:9]=1[NH2:20])([CH3:4])([CH3:3])[CH3:2].C([O:26][C:27](=O)[CH2:28][C:29]([C:31]1[CH:36]=[CH:35][N:34]=[C:33]([C:37]#[N:38])[CH:32]=1)=[O:30])(C)(C)C>>[C:1]([O:5][C:6](=[O:21])[NH:7][C:8]1[CH:13]=[C:12]([O:14][CH3:15])[C:11]([C:16]([F:19])([F:18])[F:17])=[CH:10][C:9]=1[NH:20][C:27](=[O:26])[CH2:28][C:29]([C:31]1[CH:36]=[CH:35][N:34]=[C:33]([C:37]#[N:38])[CH:32]=1)=[O:30])([CH3:4])([CH3:2])[CH3:3]. Procedure details: The title compound was prepared from (2-amino-5-methoxy-4-trifluoromethyl-phenyl)-carbamic acid tert.-butyl ester (Example J9) (306 mg. 1.0 mmol) and 3-(2-cyano-pyridin-4-yl)-3-oxo-propionic acid tert.-butyl ester (Example K3) (246 mg, 1.0 mmol) according to the general procedure M. Obtained as a yellow solid (333 mg). Starting materials: C(C)(=O)N1[C@H]([C@H](N2C1=CC=C(C2=O)I)C2=CC=C(C=C2)Cl)C2=CC=C(C=C2)Cl (rac-cis-1-acetyl-2,3-bis-(4-chloro-phenyl)-2,3-dihydro-6-iodo-1H-imidazo[1,2-a]pyridin-5-one), CS(=O)(=O)C=1C=C(C=CC1)B(O)O (3-(methylsulfonyl)phenylboronic acid). The product is C(C)(=O)N1[C@H]([C@H](N2C1=CC=C(C2=O)C2=CC(=CC=C2)S(=O)(=O)C)C2=CC=C(C=C2)Cl)C2=CC=C(C=C2)Cl (rac-cis-1-Acetyl-2,3-bis-(4-chloro-phenyl)-6-(3-methanesulfonyl-phenyl)-2,3-dihydro-1H-imidazo[1,2-a]pyridin-5-one), expected product. RXN SMILES: [C:1]([N:4]1[C:8]2=[CH:9][CH:10]=[C:11](I)[C:12](=[O:13])[N:7]2[C@H:6]([C:15]2[CH:20]=[CH:19][C:18]([Cl:21])=[CH:17][CH:16]=2)[C@@H:5]1[C:22]1[CH:27]=[CH:26][C:25]([Cl:28])=[CH:24][CH:23]=1)(=[O:3])[CH3:2].[CH3:29][S:30]([C:33]1[CH:34]=[C:35](B(O)O)[CH:36]=[CH:37][CH:38]=1)(=[O:32])=[O:31]>>[C:1]([N:4]1[C:8]2=[CH:9][CH:10]=[C:11]([C:37]3[CH:36]=[CH:35][CH:34]=[C:33]([S:30]([CH3:29])(=[O:32])=[O:31])[CH:38]=3)[C:12](=[O:13])[N:7]2[C@H:6]([C:15]2[CH:20]=[CH:19][C:18]([Cl:21])=[CH:17][CH:16]=2)[C@@H:5]1[C:22]1[CH:27]=[CH:26][C:25]([Cl:28])=[CH:24][CH:23]=1)(=[O:3])[CH3:2]. Procedure: rac-cis-1-Acetyl-2,3-bis-(4-chloro-phenyl)-6-(3-methanesulfonyl-phenyl)-2,3-dihydro-1H-imidazo[1,2-a]pyridin-5-one was prepared according to general method D by reaction of rac-cis-1-acetyl-2,3-bis-(4-chloro-phenyl)-2,3-dihydro-6-iodo-1H-imidazo[1,2-a]pyridin-5-one with 3-(methylsulfonyl)phenylboronic acid The compound was isolated by preparative HPLC. The expected product was characterized by LC/MS (M+H) where the mass was observed as 553.11; the expected mass is 552.1. LC/MS indicated a purity... The reactants are C1(=CC=CC=C1)C#C (phenylacetylene), N(=[N+]=[N-])CCCCN1C(C(=CC=C1)OCC1=CC=CC=C1)=O (1-(4-Azidobutyl)-3-benzyloxypyridine-2-one), C1(=CC=CC=C1)N1C(C(=C(C=C1)CCC=1N=NNC1)OC)=O (1-Phenyltriazolylethyl-3-methoxypyridine-2-one). Yields the product C1(=CC=CC=C1)N1C(C(=C(C=C1)CCCCC=1N=NNC1)OCC1=CC=CC=C1)=O (1-Phenyltriazolylbutyl-3-benzyloxypyridine-2-one). Isolated yield 77.0%. RXN SMILES: [C:1]1([C:7]#C)[CH:6]=[CH:5][CH:4]=[CH:3][CH:2]=1.[N:9]([CH2:12][CH2:13]CCN1C=CC=C(OCC2C=CC=CC=2)C1=O)=[N+:10]=[N-:11].[C:31]1([N:37]2[CH:42]=[CH:41][C:40]([CH2:43][CH2:44][C:45]3N=NN[CH:49]=3)=[C:39]([O:50]C)[C:38]2=[O:52])[CH:36]=[CH:35][CH:34]=[CH:33][CH:32]=1>>[C:31]1([N:37]2[CH:42]=[CH:41][C:40]([CH2:43][CH2:44][CH2:45][CH2:49][C:13]3[N:11]=[N:10][NH:9][CH:12]=3)=[C:39]([O:50][CH2:7][C:1]3[CH:2]=[CH:3][CH:4]=[CH:5][CH:6]=3)[C:38]2=[O:52])[CH:32]=[CH:33][CH:34]=[CH:35][CH:36]=1. Procedure: Reaction of phenylacetylene (0.124 g, 1.21 mmol) and 157c (0.30 g, 1.01 mmol) within 4 h as described for synthesis of 158a gave compound 158c (0.31 g, 77%) as a white solid. 1H NMR (400 MHz, CDCl3) δ 7.83 (s, 1H), 7.76 (m, 2H), 7.26 (m, 8H), 6.76 (dd, J=6.9, 1.5 Hz, 1H), 6.56 (dd, J=7.4, 1.5 Hz, 1H), 5.91 (t, J=7.1 Hz, 1H), 4.99 (s, 2H), 4.31 (m, 2H), 3.89 (t, J=7.1 Hz, 2H), 1.85 (m, 2H), 1.67 (m, 2H). 13C NMR (100 MHz, CDCl3) δ 157.71, 148.38, 147.20, 135.83, 130.29, 128.45, 128.41, 128.16, 12...